The task is: describe an organic reaction: reactants, conditions, products, and yield. This data is from the Open Reaction Database (ORD), a public repository of structured organic reaction records. Starting materials: BrC=1C=C(C=C(C1)F)N1C=C(C=C1)C1=NC=CC=C1 (2-[1-(3-Bromo-5-fluorophenyl)-1H-pyrrol-3-yl]pyridine), O (H2O), C(#N)C1=C(C=CC=C1)B(O)O (2-cyanophenyl boronic acid), C([O-])([O-])=O.[K+].[K+] (potassium carbonate). Reagents/catalysts: C=1C=CC(=CC1)[P](C=2C=CC=CC2)(C=3C=CC=CC3)[Pd]([P](C=4C=CC=CC4)(C=5C=CC=CC5)C=6C=CC=CC6)([P](C=7C=CC=CC7)(C=8C=CC=CC8)C=9C=CC=CC9)[P](C=1C=CC=CC1)(C=1C=CC=CC1)C=1C=CC=CC1 (Pd(PPh3)4). The solvent is CCCCCC (Hexane), COCCOC (DME), CCOC(=O)C (EtOAc). Reaction conditions: temperature 80 celsius, time 10 minute. The product is FC=1C=C(C=C(C1)N1C=C(C=C1)C1=NC=CC=C1)C=1C(=CC=CC1)C#N (3′-fluoro-5′-(3-pyridin-2-yl-1H-pyrrol-1-yl)-1,1′-biphenyl-2-carbonitrile). Yield: 70.7%. As a reaction SMILES: Br[C:2]1[CH:3]=[C:4]([N:9]2[CH:13]=[CH:12][C:11]([C:14]3[CH:19]=[CH:18][CH:17]=[CH:16][N:15]=3)=[CH:10]2)[CH:5]=[C:6]([F:8])[CH:7]=1.[C:20]([C:22]1[CH:27]=[CH:26][CH:25]=[CH:24][C:23]=1B(O)O)#[N:21].C(=O)([O-])[O-].[K+].[K+].O>COCCOC.CCOC(C)=O.C1C=CC([P]([Pd]([P](C2C=CC=CC=2)(C2C=CC=CC=2)C2C=CC=CC=2)([P](C2C=CC=CC=2)(C2C=CC=CC=2)C2C=CC=CC=2)[P](C2C=CC=CC=2)(C2C=CC=CC=2)C2C=CC=CC=2)(C2C=CC=CC=2)C2C=CC=CC=2)=CC=1.CCCCCC>[F:8][C:6]1[CH:7]=[C:2]([C:23]2[C:22]([C:20]#[N:21])=[CH:27][CH:26]=[CH:25][CH:24]=2)[CH:3]=[C:4]([N:9]2[CH:13]=[CH:12][C:11]([C:14]3[CH:19]=[CH:18][CH:17]=[CH:16][N:15]=3)=[CH:10]2)[CH:5]=1 |f:2.3.4,^1:53,55,74,93|. Procedure: 2-[1-(3-Bromo-5-fluorophenyl)-1H-pyrrol-3-yl]pyridine (647 mg, 2.0 mmol), 2-cyanophenyl boronic acid (300 mg, 2.0 mmol), potassium carbonate (500 mg, 3.0 mmol) were combined in DME:H2O (10:3 mL) under argon and Pd(PPh3)4 (231 mg, 0.2 mmol) was added and the argon flow was continued for 10 min. The reaction mixture was heated at 80° C. overnight. The reaction mixture was allowed to cool to ambient temperature. TLC analysis showed no starting material present. The reaction mixture was diluted with... RXN SMILES: [OH2:1].[Cl:2][C:3]1[C:4]2[CH:14]=[C:13]3[O:15][CH2:16][O:17][C:12]3=[CH:11][C:5]=2[S:6][C:7]=1[C:8](Cl)=[O:9]>O1CCOCC1>[Cl:2][C:3]1[C:4]2[CH:14]=[C:13]3[O:15][CH2:16][O:17][C:12]3=[CH:11][C:5]=2[S:6][C:7]=1[C:8]([OH:1])=[O:9]. Yields the product ClC=1C2=C(SC1C(=O)O)C=C1C(=C2)OCO1 (3-Chloro-5,6-(methylenedioxy)-benzo[b]thiophene-2-carboxylic acid). Solvent: O1CCOCC1 (dioxane). Starting materials: O (water), ClC=1C2=C(SC1C(=O)Cl)C=C1C(=C2)OCO1 (3-Chloro-5,6-(methylenedioxy)-benzo[b]thiophene-2-carbonyl chloride). Procedure: 40 ml of water are added to a solution of 70 mmol of the compound of Step A in 250 ml of dioxane. After 20 hours' reflux and then return to ambient temperature, a precipitate forms. After filtration and rinsing with water until neutral, the precipitate is dried over P2O5 under reduced pressure, allowing the expecting product to be isolated. The product is Cl, COc1ccc(C(=O)NC2CCN3CCc4cc(OC)c(OC)cc4C3C2)cc1. RXN SMILES: [CH3:22][O:23][c:24]1[cH:25][cH:26][c:27]([C:28](=[O:29])[Cl:30])[cH:31][cH:32]1.[NH2:1][CH:2]1[CH2:3][CH2:4][N:5]2[CH2:6][CH2:7][c:8]3[c:9]([cH:12][c:13]([O:18][CH3:19])[c:14]([O:16][CH3:17])[cH:15]3)[CH:10]2[CH2:11]1.[Na+:21].[OH-:20].[cH:33]1[cH:34][cH:35][cH:36][cH:37][cH:38]1>>[ClH:30].[NH:1]([CH:2]1[CH2:3][CH2:4][N:5]2[CH2:6][CH2:7][c:8]3[c:9]([cH:12][c:13]([O:18][CH3:19])[c:14]([O:16][CH3:17])[cH:15]3)[CH:10]2[CH2:11]1)[C:28]([c:27]1[cH:26][cH:25][c:24]([O:23][CH3:22])[cH:32][cH:31]1)=[O:29]. The reactants are COc1ccc(C(=O)Cl)cc1, COc1cc2c(cc1OC)C1CC(N)CCN1CC2, [Na+], [OH-], c1ccccc1.